From a dataset of the Open Reaction Database (ORD), a public repository of structured organic reaction records. describe an organic reaction: reactants, conditions, products, and yield Reactants: ClCC1=NOC(=C1)C1=CC=C(C=C1)C(F)(F)F (3-chloromethyl-5-(4-trifluoromethyl-phenyl)-isoxazole), COC(COC1=C(C=C(C=C1)S)C)=O ((4-Mercapto-2-methyl-phenoxy)-acetic acid methyl ester). Yields the product CC1=C(OCC(=O)O)C=CC(=C1)SCC1=NOC(=C1)C1=CC=C(C=C1)C(F)(F)F ({2-Methyl-4-[5-(4-trifluoromethyl-phenyl)-isoxazol-3-ylmethylsulfanyl]-phenoxy}-acetic acid). Reaction SMILES: Cl[CH2:2][C:3]1[CH:7]=[C:6]([C:8]2[CH:13]=[CH:12][C:11]([C:14]([F:17])([F:16])[F:15])=[CH:10][CH:9]=2)[O:5][N:4]=1.C[O:19][C:20](=[O:31])[CH2:21][O:22][C:23]1[CH:28]=[CH:27][C:26]([SH:29])=[CH:25][C:24]=1[CH3:30]>>[CH3:30][C:24]1[CH:25]=[C:26]([S:29][CH2:2][C:3]2[CH:7]=[C:6]([C:8]3[CH:13]=[CH:12][C:11]([C:14]([F:17])([F:16])[F:15])=[CH:10][CH:9]=3)[O:5][N:4]=2)[CH:27]=[CH:28][C:23]=1[O:22][CH2:21][C:20]([OH:31])=[O:19]. Procedure details: The title compound was prepared in a manner analogous to Example 1F using 42C and 2C. MS m/z 438 (M+1). Reported procedure: Fraction II which possesses the strongest antibacterial activity was pooled to isolate substances having antibacterial activity. Since fraction II had some impurities, acetylation of the fraction was carried out to change its polarity as a procedure to obtain a single compound with antibacterial activity: 0.5 g of fraction II was dissolved in 5 ml pyridine, added with 5 ml of acetic anhydride in a drop-wise manner at ice-cold temperature, and stirred at room temperature for more than 15 hours. T... Run in CO (methanol), N1=CC=CC=C1 (pyridine). Reactants: II, [OH-].[K+] (KOH), C(Cl)(Cl)Cl (CHCl3), II, C(C)(=O)OC(C)=O (acetic anhydride), xanthorrizol(1,3,5,10-bisabolatetraen-3-ol), CC1CCC(CC1)C(C)CCCC(C)C (bisabolane), 2- or 3-substituted hydroxy-α-curcumene, II, II. RXN SMILES: C(O[C:5](=[O:7])[CH3:6])(=O)C.[OH-].[K+].[CH3:10][CH:11]1CC[CH:14]([CH:17]([CH2:19][CH2:20][CH2:21][CH:22]([CH3:24])[CH3:23])[CH3:18])[CH2:13][CH2:12]1.C(Cl)(Cl)Cl>N1C=CC=CC=1.CO>[CH3:10][C:11]1[CH:12]=[CH:13][C:14]([C@@H:17]([CH2:19][CH2:20][CH:21]=[C:22]([CH3:23])[CH3:24])[CH3:18])=[CH:6][C:5]=1[OH:7] |f:1.2|. The product is CC=1C=CC(=CC1O)[C@H](C)CCC=C(C)C (Xanthorrizol). Starting materials: FC(S(=O)(=O)OC1=C(C=C(C=C1)S(=O)(=O)C)F)(F)F (2-Fluoro-4-(methylsulfonyl)phenyl trifluoromethanesulfonate), CN(C)C=O (DMF). Reagents/catalysts: [C-]#N.[Zn+2].[C-]#N (zinc cyanide). The solvent is [Cl-].[Na+].O (brine), C(C)(=O)OCC (ethyl acetate). Run at temperature 80 celsius. The product is FC1=C(C#N)C=CC(=C1)S(=O)(=O)C (2-Fluoro-4-(methylsulfonyl)benzonitrile). RXN SMILES: FC(F)(F)S(O[C:7]1[CH:12]=[CH:11][C:10]([S:13]([CH3:16])(=[O:15])=[O:14])=[CH:9][C:8]=1[F:17])(=O)=O.[CH3:20][N:21](C=O)C>C(OCC)(=O)C.[Cl-].[Na+].O.[C-]#N.[Zn+2].[C-]#N>[F:17][C:8]1[CH:9]=[C:10]([S:13]([CH3:16])(=[O:15])=[O:14])[CH:11]=[CH:12][C:7]=1[C:20]#[N:21] |f:3.4.5,6.7.8|. Procedure: To a stirred solution of the product from Step D (662 mg, 2.06 mmol) in DMF (8 mL) was added zinc cyanide (951 mg, 8.1 mmol), and the reaction was then heated at 80° C. for 12 h. The reaction mixture was diluted with ethyl acetate and poured into brine. The organic phase was separated, and the aqueous phase was extracted with two portions of ethyl acetate. The combined organic layers were washed with brine and concentrated in vacuo. Purification by flash chromatography (50:50 hexanes/ethyl aceta... The reactants are CC(C)(C)[Si](OCc1ccccc1C(CCCCS(C)(=O)=O)S(=O)(=O)c1ccc(Cl)cc1)(c1ccccc1)c1ccccc1, CCCC[N+](CCCC)(CCCC)CCCC, CO, [F-], C1CCOC1, O. The product is CS(=O)(=O)CCCCC(c1ccccc1CO)S(=O)(=O)c1ccc(Cl)cc1. Reaction SMILES: [C:1]([Si:2]([c:3]1[cH:4][cH:5][cH:6][cH:7][cH:8]1)([c:9]1[cH:10][cH:11][cH:12][cH:13][cH:14]1)[O:18][CH2:19][c:20]1[c:21]([CH:26]([CH2:27][CH2:28][CH2:29][CH2:30][S:31](=[O:32])(=[O:33])[CH3:34])[S:35](=[O:36])(=[O:37])[c:38]2[cH:39][cH:40][c:41]([Cl:44])[cH:42][cH:43]2)[cH:22][cH:23][cH:24][cH:25]1)([CH3:15])([CH3:16])[CH3:17].[CH3:46][CH2:47][CH2:48][CH2:49][N+:50]([CH2:51][CH2:52][CH2:53][CH3:54])([CH2:55][CH2:56][CH2:57][CH3:58])[CH2:59][CH2:60][CH2:61][CH3:62].[CH3:64][OH:65].[F-:45].[O:66]1[CH2:67][CH2:68][CH2:69][CH2:70]1.[OH2:63]>>[OH:18][CH2:19][c:20]1[c:21]([CH:26]([CH2:27][CH2:28][CH2:29][CH2:30][S:31](=[O:32])(=[O:33])[CH3:34])[S:35](=[O:36])(=[O:37])[c:38]2[cH:39][cH:40][c:41]([Cl:44])[cH:42][cH:43]2)[cH:22][cH:23][cH:24][cH:25]1. Starting materials: [Br-], C1CCOC1, CCOC(C)=O, COc1c2c(c(O[Si](C(C)C)(C(C)C)C(C)C)c3ncccc13)C(=O)N(Cc1ccc(F)cc1)C2=O, [Mg+]c1ccccc1. Product: COc1c2c(c(O[Si](C(C)C)(C(C)C)C(C)C)c3ncccc13)C(=O)N(Cc1ccc(F)cc1)C2(O)c1ccccc1. RXN SMILES: [Br-:37].[CH2:45]1[O:46][CH2:47][CH2:48][CH2:49]1.[CH3:50][CH2:51][O:52][C:53]([CH3:54])=[O:55].[F:1][c:2]1[cH:3][cH:4][c:5]([CH2:6][N:7]2[C:8](=[O:34])[c:9]3[c:10]([O:32][CH3:33])[c:11]4[cH:12][cH:13][cH:14][n:15][c:16]4[c:17]([O:21][Si:22]([CH:23]([CH3:24])[CH3:25])([CH:26]([CH3:27])[CH3:28])[CH:29]([CH3:30])[CH3:31])[c:18]3[C:19]2=[O:20])[cH:35][cH:36]1.[c:38]1([Mg+:44])[cH:39][cH:40][cH:41][cH:42][cH:43]1>>[F:1][c:2]1[cH:3][cH:4][c:5]([CH2:6][N:7]2[C:8]([OH:34])([c:38]3[cH:39][cH:40][cH:41][cH:42][cH:43]3)[c:9]3[c:10]([O:32][CH3:33])[c:11]4[cH:12][cH:13][cH:14][n:15][c:16]4[c:17]([O:21][Si:22]([CH:23]([CH3:24])[CH3:25])([CH:26]([CH3:27])[CH3:28])[CH:29]([CH3:30])[CH3:31])[c:18]3[C:19]2=[O:20])[cH:35][cH:36]1.